From a dataset of the Open Reaction Database (ORD), a public repository of structured organic reaction records. describe an organic reaction: reactants, conditions, products, and yield The reactants are O=C(O)c1cnn2c(-c3cccc(C(F)(F)F)c3)ccnc12, C1CCOC1. Yields the product Cc1cnn2c(-c3cccc(C(F)(F)F)c3)ccnc12. RXN SMILES: [F:1][C:2]([c:3]1[cH:4][c:5](-[c:9]2[cH:10][cH:11][n:12][c:13]3[n:14]2[n:15][cH:16][c:17]3[C:18]([OH:19])=[O:20])[cH:6][cH:7][cH:8]1)([F:21])[F:22].[O:23]1[CH2:24][CH2:25][CH2:26][CH2:27]1>>[F:1][C:2]([c:3]1[cH:4][c:5](-[c:9]2[cH:10][cH:11][n:12][c:13]3[n:14]2[n:15][cH:16][c:17]3[CH3:18])[cH:6][cH:7][cH:8]1)([F:21])[F:22]. The reactants are BrC1=CC=C(C=C1)C1=C(C(=NO1)C)C(C=C)O (1-[5-(4-bromo-phenyl)-3-methyl-isoxazol-4-yl]-prop-2-en-1-ol), C(C)OC(=O)C1(CC1)C1=CC=C(C=C1)B1OC(C(O1)(C)C)(C)C (1-[4-(4,4,5,5-tetramethyl-[1,3,2]dioxaborolan-2-yl)-phenyl]-cyclopropanecarboxylic acid ethyl ester). The reagents and catalysts are Cl[Pd]([P](C1=CC=CC=C1)(C2=CC=CC=C2)C3=CC=CC=C3)([P](C4=CC=CC=C4)(C5=CC=CC=C5)C6=CC=CC=C6)Cl (dichlorobis(triphenylphosphine)palladium(II)). Product: C(C)OC(=O)C1(CC1)C1=CC=C(C=C1)C1=CC=C(C=C1)C1=C(C(=NO1)C)C(C=C)O (1-{4′-[4-(1-Hydroxy-allyl)-3-methyl-isoxazol-5-yl]-biphenyl-4-yl}-cyclopropanecarboxylic acid ethyl ester). RXN SMILES: Br[C:2]1[CH:7]=[CH:6][C:5]([C:8]2[O:12][N:11]=[C:10]([CH3:13])[C:9]=2[CH:14]([OH:17])[CH:15]=[CH2:16])=[CH:4][CH:3]=1.[CH2:18]([O:20][C:21]([C:23]1([C:26]2[CH:31]=[CH:30][C:29](B3OC(C)(C)C(C)(C)O3)=[CH:28][CH:27]=2)[CH2:25][CH2:24]1)=[O:22])[CH3:19]>Cl[Pd](Cl)([P](C1C=CC=CC=1)(C1C=CC=CC=1)C1C=CC=CC=1)[P](C1C=CC=CC=1)(C1C=CC=CC=1)C1C=CC=CC=1>[CH2:18]([O:20][C:21]([C:23]1([C:26]2[CH:31]=[CH:30][C:29]([C:2]3[CH:7]=[CH:6][C:5]([C:8]4[O:12][N:11]=[C:10]([CH3:13])[C:9]=4[CH:14]([OH:17])[CH:15]=[CH2:16])=[CH:4][CH:3]=3)=[CH:28][CH:27]=2)[CH2:24][CH2:25]1)=[O:22])[CH3:19] |^1:43,62|. Procedure details: Prepared according to the procedure described in Example 3, Step 5, using dichlorobis(triphenylphosphine)palladium(II) as the catalyst and using 1-[5-(4-bromo-phenyl)-3-methyl-isoxazol-4-yl]-prop-2-en-1-ol and 1-[4-(4,4,5,5-tetramethyl-[1,3,2]dioxaborolan-2-yl)-phenyl]-cyclopropanecarboxylic acid ethyl ester. The reactants are CCO, I, CN(C)CCN1C(=O)CCc2cc(N)ccc21, CSC(=N)c1cccs1. Product: CN(C)CCN1C(=O)CCc2cc(NC(=N)c3cccs3)ccc21. RXN SMILES: [CH3:28][CH2:29][OH:30].[IH:18].[NH2:1][c:2]1[cH:3][c:4]2[c:9]([cH:10][cH:11]1)[N:8]([CH2:12][CH2:13][N:14]([CH3:15])[CH3:16])[C:7](=[O:17])[CH2:6][CH2:5]2.[s:19]1[c:20]([C:24](=[NH:25])[S:26][CH3:27])[cH:21][cH:22][cH:23]1>>[NH:1]([c:2]1[cH:3][c:4]2[c:9]([cH:10][cH:11]1)[N:8]([CH2:12][CH2:13][N:14]([CH3:15])[CH3:16])[C:7](=[O:17])[CH2:6][CH2:5]2)[C:24]([c:20]1[s:19][cH:23][cH:22][cH:21]1)=[NH:25]. Starting materials: BrC1=C(C2=C(N=C(N=C2)S(=O)C)N(C1=O)C1CCCC1)C (6-Bromo-8-cyclopentyl-2-methanesulfinyl-5-methyl-8H-pyrido[2,3-d]pyrimidin-7-one), CN1CCN(CC1)C=1C=CC(=NC1)N (5-(4-methyl-piperazin-1-yl)-pyridin-2-ylamine). The solvent is C1(=CC=CC=C1)C (toluene). Run at time 4 hour. Yields the product BrC1=C(C2=C(N=C(N=C2)NC2=NC=C(C=C2)N2CCN(CC2)C)N(C1=O)C1CCCC1)C (6-Bromo-8-cyclopentyl-5-methyl-2-[5-(4-methyl-piperazin-1-yl)-pyridin-2-ylamino]-8H-pyrido[2,3-d]pyrimidin-7-one). Yield: 28.9%. As a reaction SMILES: [Br:1][C:2]1[C:14](=[O:15])[N:13]([CH:16]2[CH2:20][CH2:19][CH2:18][CH2:17]2)[C:5]2[N:6]=[C:7](S(C)=O)[N:8]=[CH:9][C:4]=2[C:3]=1[CH3:21].[CH3:22][N:23]1[CH2:28][CH2:27][N:26]([C:29]2[CH:30]=[CH:31][C:32]([NH2:35])=[N:33][CH:34]=2)[CH2:25][CH2:24]1>C1(C)C=CC=CC=1>[Br:1][C:2]1[C:14](=[O:15])[N:13]([CH:16]2[CH2:20][CH2:19][CH2:18][CH2:17]2)[C:5]2[N:6]=[C:7]([NH:35][C:32]3[CH:31]=[CH:30][C:29]([N:26]4[CH2:27][CH2:28][N:23]([CH3:22])[CH2:24][CH2:25]4)=[CH:34][N:33]=3)[N:8]=[CH:9][C:4]=2[C:3]=1[CH3:21]. Procedure: 6-Bromo-8-cyclopentyl-2-methanesulfinyl-5-methyl-8H-pyrido[2,3-d]pyrimidin-7-one (1.0 g, 2.7 mmol) and 5-(4-methyl-piperazin-1-yl)-pyridin-2-ylamine (1.48 g, 7.7 mmol) were combined in toluene (3.0 ml) under nitrogen. The reaction mixture was heated to reflux and stirred for 4 h. The reaction mixture was cooled to RT and filtered. The solids were washed with additional toluene (25 ml total) and dried in vacuo to produce a yellow powder (338 mg, 0.78 mmol). mp 278-280° C. (dec.); MS (APCI +) 498,... The reactants are ClC1=CC=C(C=C)C=C1 (p-chlorostyrene), C1C=CC2C1C3CC2C=C3 (dicyclopentadiene). Yields the product ClC1=CC=C(C=C1)C1C2C=CC(C1)C2 (5-(p-Chlorophenyl)norbornene). Procedure details: 5-(p-Chlorophenyl)norbornene (called "CPN" hereinafter) was prepared from p-chlorostyrene and dicyclopentadiene in a pressure vessel and purified by fractional distillation. Reaction SMILES: [Cl:1][C:2]1[CH:9]=[CH:8][C:5]([CH:6]=[CH2:7])=[CH:4][CH:3]=1.[CH2:10]1[CH:14]2[CH:15]3C=CC([CH:13]2C=[CH:11]1)C3>>[Cl:1][C:2]1[CH:9]=[CH:8][C:5]([CH:6]2[CH2:13][CH:14]3[CH2:15][CH:7]2[CH:11]=[CH:10]3)=[CH:4][CH:3]=1.